This data is from the Open Reaction Database (ORD), a public repository of structured organic reaction records. The task is: describe an organic reaction: reactants, conditions, products, and yield Starting materials: ClC=1C=C(C=C(C1OCCCNC)Cl)OCC=C(Cl)Cl (3,5-dichloro-1-(3,3-dichloro-2-propenyloxy)-4-(3-(methylamino)propyloxy)benzene), C(Cl)(Cl)Cl (chloroform), FC(C1=CC=C(C(=O)Cl)C=C1)(F)F (4-(trifluoromethyl)benzoyl chloride). Solvent: C(C)(=O)OCC (ethyl acetate). Yields the product ClC=1C=C(C=C(C1OCCCN(C(C1=CC=C(C=C1)C(F)(F)F)=O)C)Cl)OCC=C(Cl)Cl (3,5-dichloro-1-(3,3-dichloro-2-propenyloxy)-4-(3-(N-methyl-4-(trifluoromethyl)benzamido)propyloxy)benzene). The yield is 55.0%. As a reaction SMILES: [Cl:1][C:2]1[CH:3]=[C:4]([O:15][CH2:16][CH:17]=[C:18]([Cl:20])[Cl:19])[CH:5]=[C:6]([Cl:14])[C:7]=1[O:8][CH2:9][CH2:10][CH2:11][NH:12][CH3:13].C(Cl)(Cl)Cl.[F:25][C:26]([F:37])([F:36])[C:27]1[CH:35]=[CH:34][C:30]([C:31](Cl)=[O:32])=[CH:29][CH:28]=1>C(OCC)(=O)C>[Cl:1][C:2]1[CH:3]=[C:4]([O:15][CH2:16][CH:17]=[C:18]([Cl:20])[Cl:19])[CH:5]=[C:6]([Cl:14])[C:7]=1[O:8][CH2:9][CH2:10][CH2:11][N:12]([CH3:13])[C:31](=[O:32])[C:30]1[CH:34]=[CH:35][C:27]([C:26]([F:37])([F:36])[F:25])=[CH:28][CH:29]=1. Reported procedure: To a mixture of 0.42 g of 3,5-dichloro-1-(3,3-dichloro-2-propenyloxy)-4-(3-(methylamino)propyloxy)benzene, 0.18 ml of triethylamnine and 10 ml of chloroform was added 0.18 ml of 4-(trifluoromethyl)benzoyl chloride, while stirring under ice cooling. After stirring at room temperature for 6 hours, the reaction mixture was concentrated to give a residue. The residue was dissolved in 50 ml of ethyl acetate, and the ethyl acetate layer was successively washed with 10% hydrochloric acid, saturated aqu... Starting materials: CC1(NC(=O)COC(=O)c2ccccc2OC(=O)CCCCCO[N+](=O)[O-])COC(C)(C)OC1, CO, O, Cc1ccc(S(=O)(=O)O)cc1. The product is CC(CO)(CO)NC(=O)COC(=O)c1ccccc1OC(=O)CCCCCO[N+](=O)[O-]. As a reaction SMILES: [CH3:1][C:2]1([CH3:34])[O:3][CH2:4][C:5]([CH3:8])([NH:9][C:10](=[O:11])[CH2:12][O:13][C:14]([c:15]2[c:16]([O:21][C:22]([CH2:23][CH2:24][CH2:25][CH2:26][CH2:27][O:28][N+:29](=[O:30])[O-:31])=[O:32])[cH:17][cH:18][cH:19][cH:20]2)=[O:33])[CH2:6][O:7]1.[CH3:46][OH:47].[OH2:48].[c:35]1([CH3:36])[cH:37][cH:38][c:39]([S:40]([OH:41])(=[O:42])=[O:43])[cH:44][cH:45]1>>[OH:3][CH2:4][C:5]([CH2:6][OH:7])([CH3:8])[NH:9][C:10](=[O:11])[CH2:12][O:13][C:14]([c:15]1[c:16]([O:21][C:22]([CH2:23][CH2:24][CH2:25][CH2:26][CH2:27][O:28][N+:29](=[O:30])[O-:31])=[O:32])[cH:17][cH:18][cH:19][cH:20]1)=[O:33]. The reactants are CN1CCN(c2ccc(C(=O)O)c([N+](=O)[O-])c2)CC1, CN(C)C=O, CCN(C(C)C)C(C)C, O=C(Cl)C(=O)Cl, Cl, Nc1nn(C(c2ccccc2)(c2ccccc2)c2ccccc2)c2ccc(C(=O)c3cc(F)cc(F)c3)cc12, C1CCOC1. The product is CN1CCN(c2ccc(C(=O)Nc3nn(C(c4ccccc4)(c4ccccc4)c4ccccc4)c4ccc(C(=O)c5cc(F)cc(F)c5)cc34)c([N+](=O)[O-])c2)CC1. RXN SMILES: [CH3:2][N:3]1[CH2:4][CH2:5][N:6]([c:9]2[cH:10][c:11]([N+:18](=[O:19])[O-:20])[c:12]([C:13](=[O:14])[OH:15])[cH:16][cH:17]2)[CH2:7][CH2:8]1.[CH3:80][N:81]([CH3:82])[CH:83]=[O:84].[CH:66]([N:67]([CH2:68][CH3:69])[CH:70]([CH3:71])[CH3:72])([CH3:73])[CH3:74].[Cl:21][C:22]([C:23]([Cl:24])=[O:25])=[O:26].[ClH:1].[NH2:27][c:28]1[n:29][n:30]([C:47]([c:48]2[cH:49][cH:50][cH:51][cH:52][cH:53]2)([c:54]2[cH:55][cH:56][cH:57][cH:58][cH:59]2)[c:60]2[cH:61][cH:62][cH:63][cH:64][cH:65]2)[c:31]2[cH:32][cH:33][c:34]([C:37](=[O:38])[c:39]3[cH:40][c:41]([F:46])[cH:42][c:43]([F:45])[cH:44]3)[cH:35][c:36]12.[O:75]1[CH2:76][CH2:77][CH2:78][CH2:79]1>>[CH3:2][N:3]1[CH2:4][CH2:5][N:6]([c:9]2[cH:10][c:11]([N+:18](=[O:19])[O-:20])[c:12]([C:13](=[O:15])[NH:27][c:28]3[n:29][n:30]([C:47]([c:48]4[cH:49][cH:50][cH:51][cH:52][cH:53]4)([c:54]4[cH:55][cH:56][cH:57][cH:58][cH:59]4)[c:60]4[cH:61][cH:62][cH:63][cH:64][cH:65]4)[c:31]4[cH:32][cH:33][c:34]([C:37](=[O:38])[c:39]5[cH:40][c:41]([F:46])[cH:42][c:43]([F:45])[cH:44]5)[cH:35][c:36]34)[cH:16][cH:17]2)[CH2:7][CH2:8]1. The reactants are Nc1cc(Br)ccc1C(=O)O, CO, COC(=O)c1ccccc1I, O. The product is COC(=O)c1ccccc1Nc1cc(Br)ccc1C(=O)O. Reaction SMILES: [Br:12][c:13]1[cH:14][c:15]([NH2:22])[c:16]([C:17](=[O:18])[OH:19])[cH:20][cH:21]1.[CH3:23][OH:24].[I:1][c:2]1[c:3]([C:4](=[O:5])[O:6][CH3:7])[cH:8][cH:9][cH:10][cH:11]1.[OH2:25]>>[c:2]1([NH:22][c:15]2[cH:14][c:13]([Br:12])[cH:21][cH:20][c:16]2[C:17](=[O:18])[OH:19])[c:3]([C:4](=[O:5])[O:6][CH3:7])[cH:8][cH:9][cH:10][cH:11]1. The reactants are CC1CC(=O)O1, CCOC(C)=O, COc1cc2nc(N3CCNCC3)nc(N)c2cc1OC. Product: COc1cc2nc(N3CCN(C(=O)CC(C)O)CC3)nc(N)c2cc1OC. As a reaction SMILES: [C:22]1(=[O:27])[CH2:23][CH:24]([CH3:25])[O:26]1.[CH3:28][CH2:29][O:30][C:31](=[O:32])[CH3:33].[N:1]1([c:7]2[n:8][c:9]3[cH:10][c:11]([O:20][CH3:21])[c:12]([O:18][CH3:19])[cH:13][c:14]3[c:15]([NH2:17])[n:16]2)[CH2:2][CH2:3][NH:4][CH2:5][CH2:6]1>>[N:1]1([c:7]2[n:8][c:9]3[cH:10][c:11]([O:20][CH3:21])[c:12]([O:18][CH3:19])[cH:13][c:14]3[c:15]([NH2:17])[n:16]2)[CH2:2][CH2:3][N:4]([C:22]([CH2:23][CH:24]([CH3:25])[OH:26])=[O:27])[CH2:5][CH2:6]1. The reactants are O=C1CCC(=O)N1Br, C1CCOC1, c1ccc2c(c1)Nc1ncccc1-n1ccnc1-2. Yields the product Brc1cnc2n1-c1cccnc1Nc1ccccc1-2. RXN SMILES: [Br:19][N:20]1[C:21](=[O:22])[CH2:23][CH2:24][C:25]1=[O:26].[CH2:27]1[O:28][CH2:29][CH2:30][CH2:31]1.[n:1]1[cH:2][cH:3][n:4]2[c:10]1-[c:9]1[c:8]([cH:14][cH:13][cH:12][cH:11]1)[NH:7][c:6]1[c:5]-2[cH:18][cH:17][cH:16][n:15]1>>[n:1]1[cH:2][c:3]([Br:19])[n:4]2[c:10]1-[c:9]1[c:8]([cH:14][cH:13][cH:12][cH:11]1)[NH:7][c:6]1[c:5]-2[cH:18][cH:17][cH:16][n:15]1. Starting materials: COC(=O)C=1C(=NSC1NC(=O)OC(C)(C)C)SCC1=CC=C(C=C1)Cl (5-tert-Butoxycarbonylamino-3-(4-chloro-benzylsulfanyl)-isothiazole-4-carboxylic acid methyl ester), C(=O)(C(F)(F)F)O (TFA). The solvent is C(Cl)Cl (methylene chloride). Conditions: time 16 hour. The product is COC(=O)C=1C(=NSC1N)SCC1=CC=C(C=C1)Cl (5-Amino-3-(4-chloro-benzylsulfanyl)-isothiazole-4-carboxylic acid methyl ester). Isolated yield 82.3%. Reaction SMILES: [CH3:1][O:2][C:3]([C:5]1[C:6]([S:18][CH2:19][C:20]2[CH:25]=[CH:24][C:23]([Cl:26])=[CH:22][CH:21]=2)=[N:7][S:8][C:9]=1[NH:10]C(OC(C)(C)C)=O)=[O:4].C(O)(C(F)(F)F)=O>C(Cl)Cl>[CH3:1][O:2][C:3]([C:5]1[C:6]([S:18][CH2:19][C:20]2[CH:25]=[CH:24][C:23]([Cl:26])=[CH:22][CH:21]=2)=[N:7][S:8][C:9]=1[NH2:10])=[O:4]. Reported procedure: Compound 19 (6.5 g, 15.67 mmol) is dissolved in methylene chloride (65 mL) and TFA is added (65 mL). After 16 hrs., the reaction is filtered and the solids are washed with ethyl ether. The solids are further dried in vacuo to provide 20 (4.06 g, 82%). 1H NMR (d6 DMSO): δ 7.88 (2H, br. s), 7.38 (2H, d, J=8.6 Hz), 7.32 (2H, d, J=8.6 Hz), 4.24 (2H, s), 3.69 (3H, s).